Dataset: the Open Reaction Database (ORD), a public repository of structured organic reaction records. Task: describe an organic reaction: reactants, conditions, products, and yield The reactants are CC(C)([O-])C.[K+] (potassium tert-butoxide), ice water, C(C)(C)(C)C=1OC=C(N1)CC#N (2-tert-butyl-4-cyanomethyloxazole), ClC1=NN(C(=C1C(=O)Cl)Cl)C (3,5-dichloro-1-methylpyrazole-4-carbonyl chloride). Solvent: C1CCOC1 (THF), C1CCOC1 (THF). Run at time 8 hour. The product is C(C)(C)(C)C=1OC=C(N1)C(C#N)=C(O)C=1C(=NN(C1Cl)C)Cl (2-{2-tert-butyloxazol-4-yl}-3-(3,5-dichloro-1-methyl-pyrazol-4-yl)-3-hydroxyacrylonitrile). Isolated yield 86.1%. As a reaction SMILES: CC(C)([O-])C.[K+].[C:7]([C:11]1[O:12][CH:13]=[C:14]([CH2:16][C:17]#[N:18])[N:15]=1)([CH3:10])([CH3:9])[CH3:8].[Cl:19][C:20]1[C:24]([C:25](Cl)=[O:26])=[C:23]([Cl:28])[N:22]([CH3:29])[N:21]=1>C1COCC1>[C:7]([C:11]1[O:12][CH:13]=[C:14]([C:16](=[C:25]([C:24]2[C:20]([Cl:19])=[N:21][N:22]([CH3:29])[C:23]=2[Cl:28])[OH:26])[C:17]#[N:18])[N:15]=1)([CH3:10])([CH3:8])[CH3:9] |f:0.1|. Procedure details: 2.87 g of potassium tert-butoxide was suspended in 20 ml of THF, and a solution of 2.00 g of 2-tert-butyl-4-cyanomethyloxazole and 2.37 g of 3,5-dichloro-1-methylpyrazole-4-carbonyl chloride as dissolved in 10 ml of THF was dropwise added thereto with cooling with ice, and then stirred overnight at room temperature. The reaction mixture was poured into ice water, extracted with ethyl acetate, and washed with a small amount of water. After the resulting product was dried with anhydrous sodium sul...